This data is from the Open Reaction Database (ORD), a public repository of structured organic reaction records. The task is: describe an organic reaction: reactants, conditions, products, and yield Starting materials: O (water), ON1N=NC2=C1C=CC=C2 (1-Hydroxybenzotriazole), C(CCCCCCC)OCC1=CC=CC(=N1)C(=O)O (6-octyloxymethylpicolinic acid), Cl.C(C)N=C=NCCCN(C)C (1-ethyl-3-(3'-dimethylaminopropyl)carbodiimide hydrochloride). Solvent: ClCCl (dichloromethane). Reaction conditions: time 3 hour. The product is C(CCCCCCC)OCC1=CC=CC(=N1)CN1N=[N+](C2=C1C=CC=C2)[O-] (1-(6-Octyloxymethylpicolinyl)benzotriazole 3-oxide). Yield: 105.1%. RXN SMILES: [OH:1][N:2]1[C:6]2[CH:7]=[CH:8][CH:9]=[CH:10][C:5]=2[N:4]=[N:3]1.[CH2:11]([O:19][CH2:20][C:21]1[N:26]=[C:25]([C:27](O)=O)[CH:24]=[CH:23][CH:22]=1)[CH2:12][CH2:13][CH2:14][CH2:15][CH2:16][CH2:17][CH3:18].Cl.C(N=C=NCCCN(C)C)C.O>ClCCl>[CH2:11]([O:19][CH2:20][C:21]1[N:26]=[C:25]([CH2:27][N:4]2[C:5]3[CH:10]=[CH:9][CH:8]=[CH:7][C:6]=3[N+:2]([O-:1])=[N:3]2)[CH:24]=[CH:23][CH:22]=1)[CH2:12][CH2:13][CH2:14][CH2:15][CH2:16][CH2:17][CH3:18] |f:2.3|. Reported procedure: To a suspension of 1-Hydroxybenzotriazole (0.283 g) and 6-octyloxymethylpicolinic acid (0.505 g) in dichloromethane (15 ml) was added 1-ethyl-3-(3'-dimethylaminopropyl)carbodiimide hydrochloride (WSCD.HCl) (0.473 g), and stirred for 3 hours at ambient temperature. The reaction mixture was poured into water. The organic layer was taken, and dried over magnesium sulfate. The magnesium sulfate was filtered off, and the filtrate was evaporated under reduced pressure to give 1-(6-Octyloxymethylpicoli... Starting materials: [H][H] (hydrogen), S(=O)(=O)([O-])[O-].[Mg+2] (magnesium sulfate), FC1=C(C=CC(=C1F)F)[N+](=O)[O-] (2,3, 4-Trifluoronitrobenzene), C(C(=O)C)(=O)OC (methyl pyruvate). Reagents/catalysts: [Pd] (Pd—C). Run in CO (methanol). Run at time 2 hour. The product is FC1=C(NC(C(=O)OC)C)C=CC(=C1F)F (Methyl 2-(2,3,4-trifluoroanilino)propionate). The yield is 97.4%. As a reaction SMILES: [F:1][C:2]1[C:7]([F:8])=[C:6]([F:9])[CH:5]=[CH:4][C:3]=1[N+:10]([O-])=O.[C:13]([O:18][CH3:19])(=[O:17])[C:14]([CH3:16])=O.S([O-])([O-])(=O)=O.[Mg+2].[H][H]>CO.[Pd]>[F:1][C:2]1[C:7]([F:8])=[C:6]([F:9])[CH:5]=[CH:4][C:3]=1[NH:10][CH:14]([CH3:16])[C:13]([O:18][CH3:19])=[O:17] |f:2.3|. Reported procedure: 2,3, 4-Trifluoronitrobenzene (100 g) and methyl pyruvate (57.6 g) were dissolved in methanol (1000 ml). After adding 5% Pd—C (20.0 g) and anhydrous magnesium sulfate (90 g), the mixture was stirred at room temperature in a hydrogen atmosphere for 16 hours. Then the liquid reaction mixture was filtered through celite to thereby eliminate Pd—C and magnesium sulfate. The obtained filtrate was concentrated under reduced pressure and Florisil (100 g) and diethyl ether (700 ml) were added to the resid... Reactants: N1=CC(=CC=C1)C=CC(=O)O (3-(3-pyridyl)acrylic acid), ON1C(CCC1=O)=O (N-hydroxysuccinimide), CCN=C=NCCCN(C)C.Cl (EDCl). The solvent is C(Cl)Cl (methylene chloride), CN(C)C=O (DMF). The product is C1CC(=O)N(C1=O)OC(=O)/C=C/C2=CN=CC=C2 (3-(3-Pyridyl)acrylic acid N-hydroxysuccinimide ester). RXN SMILES: [N:1]1[CH:6]=[CH:5][CH:4]=[C:3]([CH:7]=[CH:8][C:9]([OH:11])=[O:10])[CH:2]=1.O[N:13]1[C:17](=[O:18])[CH2:16][CH2:15][C:14]1=[O:19].CCN=C=NCCCN(C)C.Cl>C(Cl)Cl.CN(C=O)C>[CH2:16]1[C:17](=[O:18])[N:13]([O:10][C:9](/[CH:8]=[CH:7]/[C:3]2[CH:4]=[CH:5][CH:6]=[N:1][CH:2]=2)=[O:11])[C:14](=[O:19])[CH2:15]1 |f:2.3|. Procedure details: A solution of 3-(3-pyridyl)acrylic acid (500 mg: commercially available from Aldrich Chemical Company), N-hydroxysuccinimide (463 mg), and EDCl (707 mg) in methylene chloride (20 mL) and DMF (10 mL) was stirred at ambient temperature for 18 hours. The product was isolated as described in Example 3a to yield 740 mg of the title compound as a white solid. MS (Cl/NH3) m/e 247 (M+H)+. 1H NMR(CDCl3, 300 MHz) δ2.87 (br s,4H), 7.15 (d,J=16 Hz,1H), 7.48-7.53 (m,1H), 8.02 (d,1H), 8.31 (dt,J=9 Hz,1H), 8.6... Starting materials: C, CCOC(C)(C)C(Oc1nc(OC)nc(OC)n1)C(=O)OCc1ccccc1, CCO, [H][H], [Pd]. The product is CCOC(C)(C)C(Oc1nc(OC)nc(OC)n1)C(=O)O. RXN SMILES: [C:34].[CH3:1][O:2][c:3]1[n:4][c:5]([O:11][CH:12]([C:13](=[O:14])[O:15][CH2:16][c:17]2[cH:18][cH:19][cH:20][cH:21][cH:22]2)[C:23]([CH3:24])([CH3:25])[O:26][CH2:27][CH3:28])[n:6][c:7]([O:9][CH3:10])[n:8]1.[CH3:31][CH2:32][OH:33].[H:29][H:30].[Pd:35]>>[CH3:1][O:2][c:3]1[n:4][c:5]([O:11][CH:12]([C:13](=[O:14])[OH:15])[C:23]([CH3:24])([CH3:25])[O:26][CH2:27][CH3:28])[n:6][c:7]([O:9][CH3:10])[n:8]1. The reactants are C(O)CN (ethanolamine), C(C)O (ethanol), O1CC1CCCCCCCCCCCCCCCC (1,2-epoxyoctadecane). Solvent: O (Water). Reaction conditions: temperature 80 celsius. The product is OCCNCC(CCCCCCCCCCCCCCCC)O (1-(2-hydroxyethylamino)-2-octadecanol). Isolated yield 74.6%. As a reaction SMILES: [CH2:1]([CH2:3][NH2:4])[OH:2].C(O)C.[O:8]1[CH:10]([CH2:11][CH2:12][CH2:13][CH2:14][CH2:15][CH2:16][CH2:17][CH2:18][CH2:19][CH2:20][CH2:21][CH2:22][CH2:23][CH2:24][CH2:25][CH3:26])[CH2:9]1>O>[OH:2][CH2:1][CH2:3][NH:4][CH2:9][CH:10]([OH:8])[CH2:11][CH2:12][CH2:13][CH2:14][CH2:15][CH2:16][CH2:17][CH2:18][CH2:19][CH2:20][CH2:21][CH2:22][CH2:23][CH2:24][CH2:25][CH3:26]. Reported procedure: A 300-ml flask equipped with a stirrer and a dropping funnel was charged with 45.8 g (0.75 mol) of ethanolamine and 9 g of ethanol. While stirring the mixture at 80° C., 13.4 g (50 mmol) of 1,2-epoxyoctadecane were added dropwise over 2 hours. Water was added to the resultant reaction mixture, and white crystals formed were collected by filtration, washed with water and then recrystallized from methanol, thereby obtaining 12.3 g (yield: 74.6%) of the title compound (IIc-1). The reactants are N1(CCNCCC1)C=1C=CC=2N(N1)C(=NN2)C(F)(F)F (6-(1,4-diazepan-1-yl)-3-(trifluoromethyl)-[1,2,4]triazolo[4,3-b]pyridazine), CS(=O)(=O)C1=C(C=O)C=CC=C1 (2-methylsulfonylbenzaldehyde). Yields the product CS(=O)(=O)C1=C(C=CC=C1)CN1CCN(CCC1)C=1C=CC=2N(N1)C(=NN2)C(F)(F)F (6-[4-[(2-methylsulfonylphenyl)methyl]-1,4-diazepan-1-yl]-3-(trifluoromethyl)-[1,2,4]triazolo[4,3-b]pyridazine). As a reaction SMILES: [N:1]1([C:8]2[CH:9]=[CH:10][C:11]3[N:12]([C:14]([C:17]([F:20])([F:19])[F:18])=[N:15][N:16]=3)[N:13]=2)[CH2:7][CH2:6][CH2:5][NH:4][CH2:3][CH2:2]1.[CH3:21][S:22]([C:25]1[CH:32]=[CH:31][CH:30]=[CH:29][C:26]=1[CH:27]=O)(=[O:24])=[O:23]>>[CH3:21][S:22]([C:25]1[CH:32]=[CH:31][CH:30]=[CH:29][C:26]=1[CH2:27][N:4]1[CH2:5][CH2:6][CH2:7][N:1]([C:8]2[CH:9]=[CH:10][C:11]3[N:12]([C:14]([C:17]([F:18])([F:19])[F:20])=[N:15][N:16]=3)[N:13]=2)[CH2:2][CH2:3]1)(=[O:23])=[O:24]. Procedure: Reductive amination of 6-(1,4-diazepan-1-yl)-3-(trifluoromethyl)-[1,2,4]triazolo[4,3-b]pyridazine with 2-methylsulfonylbenzaldehyde was carried out according to General Synthetic Method 8. The crude product was purified by hplc using a Waters XBridge Prep C18 OBD column (5μ silica, 19 mm diameter, 100 mm length) eluted with decreasingly polar mixtures of water (containing 0.05% aqueous ammonia) and acetonitrile as eluents to give 6-[4-[(2-methylsulfonylphenyl)methyl]-1,4-diazepan-1-yl]-3-(triflu... Reactants: P(O)(O)(O)=O (phosphoric acid), S (hydrogen sulfide), C1(=CC=CC=C1)C (toluene), C(\C=C\C)=O (crotonaldehyde). Run in C(C)N(CC)CC (triethylamine). Conditions: time 12 hour. Product: C(=O)C=1C(SC(CC1)C)C (3-formyl-5,6-dihydro-2,6-dimethyl-2H-thiopyran). Isolated yield 82.0%. As a reaction SMILES: [SH2:1].[C:2]1([CH3:8])[CH:7]=[CH:6][CH:5]=[CH:4][CH:3]=1.[CH:9](=[O:13])/C=C/C.P(=O)(O)(O)O>C(N(CC)CC)C>[CH:9]([C:5]1[CH:4]([CH3:3])[S:1][CH:2]([CH3:8])[CH2:7][CH:6]=1)=[O:13]. Procedure details: 17 g of hydrogen sulfide were passed into a mixture of 500 ml of toluene, 70 g of crotonaldehyde and 10 ml of triethylamine at 30° C. and the mixture was then stirred for 12 hours at room temperature, after which 300 ml of 37% strength by weight phosphoric acid were added. Stirring was continued for 8 hours at 90° C., after which the mixture was cooled to room temperature and the organic phase was separated off. The aqueous phase was extracted once with toluene, the combined organic phases were ...